Dataset: the Open Reaction Database (ORD), a public repository of structured organic reaction records. Task: describe an organic reaction: reactants, conditions, products, and yield Reported procedure: A solution of 3-chloroaniline (5.0 g) in 1.5 M hydrochloric acid (100 ml) was diazotised by the gradual addition of a solution of sodium nitrate (3.0 g) in water (6 ml) at 0° C. Sodium bicarbonate (7.5 g) was then added to the solution and the whole reaction mixture was added rapidly with stirring to a solution of 2-mercaptopyrimidine (4.5 g) in water (3 l). When the addition of the diazonium salt solution was completed, 10 ml of a 15% solution of sodium carbonate was added causing precipitation... Reaction conditions: time 8 hour. The yield is 29.0%. Solvent: O (water), Cl (hydrochloric acid), O (water). Starting materials: solution, C([O-])([O-])=O.[Na+].[Na+] (sodium carbonate), SC1=NC=CC=N1 (2-mercaptopyrimidine), C([O-])(O)=O.[Na+] (Sodium bicarbonate), ClC=1C=C(N)C=CC1 (3-chloroaniline), [N+](=O)([O-])[O-].[Na+] (sodium nitrate), diazonium salt. The product is ClC=1C=C(C=CC1)SC1=NC=CC=N1 (2-(3-chlorophenylthio)pyrimidine), oil. As a reaction SMILES: [Cl:1][C:2]1[CH:3]=[C:4]([CH:6]=[CH:7][CH:8]=1)N.[N+]([O-])([O-])=O.[Na+].C(=O)(O)[O-].[Na+].[SH:19][C:20]1[N:25]=[CH:24][CH:23]=[CH:22][N:21]=1.C(=O)([O-])[O-].[Na+].[Na+]>Cl.O>[Cl:1][C:2]1[CH:3]=[C:4]([S:19][C:20]2[N:25]=[CH:24][CH:23]=[CH:22][N:21]=2)[CH:6]=[CH:7][CH:8]=1 |f:1.2,3.4,6.7.8|.